Task: describe an organic reaction: reactants, conditions, products, and yield. Dataset: the Open Reaction Database (ORD), a public repository of structured organic reaction records Starting materials: C(C1=CC=CC=C1)OC1=C(C=C(C=C1)C=1OC2=C(C=NC(=C2)OC[C@H](C)NC(OC(C)(C)C)=O)N1)F (tert-butyl ((2S)-1-((2-(4-(benzyloxy)-3-fluorophenyl)[1,3]oxazolo[4,5-c]pyridin-6-yl)oxy)propan-2-yl)carbamate), Cl.C(C)(=O)OCC (hydrogen chloride ethyl acetate). Conditions: time 10 minute. Product: C(C1=CC=CC=C1)OC1=C(C=C(C=C1)C=1OC2=C(C=NC(=C2)OC[C@H](C)NC(C)=O)N1)F (N-((2S)-1-((2-(4-(benzyloxy)-3-fluorophenyl)[1,3]oxazolo[4,5-c]pyridin-6-yl)oxy)propan-2-yl)acetamide). As a reaction SMILES: [CH2:1]([O:8][C:9]1[CH:14]=[CH:13][C:12]([C:15]2[O:16][C:17]3[CH:22]=[C:21]([O:23][CH2:24][C@@H:25]([NH:27]C(=O)OC(C)(C)C)[CH3:26])[N:20]=[CH:19][C:18]=3[N:35]=2)=[CH:11][C:10]=1[F:36])[C:2]1[CH:7]=[CH:6][CH:5]=[CH:4][CH:3]=1.Cl.[C:38](OCC)(=[O:40])[CH3:39]>>[CH2:1]([O:8][C:9]1[CH:14]=[CH:13][C:12]([C:15]2[O:16][C:17]3[CH:22]=[C:21]([O:23][CH2:24][C@@H:25]([NH:27][C:38](=[O:40])[CH3:39])[CH3:26])[N:20]=[CH:19][C:18]=3[N:35]=2)=[CH:11][C:10]=1[F:36])[C:2]1[CH:7]=[CH:6][CH:5]=[CH:4][CH:3]=1 |f:1.2|. Reported procedure: To tert-butyl ((2S)-1-((2-(4-(benzyloxy)-3-fluorophenyl)[1,3]oxazolo[4,5-c]pyridin-6-yl)oxy)propan-2-yl)carbamate (1.72 g) was added 4 M hydrogen chloride/ethyl acetate (5 mL), and the mixture was stirred at room temperature for 10 min, and concentrated. To the residue were added pyridine (5 mL) and acetic anhydride (5 mL), and the mixture was stirred at room temperature for 15 min. The reaction mixture was concentrated under reduced pressure, and the residue was purified by silica gel column ch... Reactants: COC([C@@H](N)CC1=CC=C(C=C1)NC(=O)C1=C(C=CC=C1C)Cl)=O (4-[[(2-chloro-6-methylphenyl)carbonyl]amino]-L-phenylalanine methyl ester), ClC1=C(C(=O)O)C(=CC=C1)Cl (2,6-dichlorobenzoic acid). The product is COC([C@@H](NC(=O)C1=C(C=CC=C1Cl)Cl)CC1=CC=C(C=C1)NC(=O)C1=C(C=CC=C1C)Cl)=O (N-[(2,6-Dichlorophenyl)carbonyl]-4-[[(2-chloro-6-methylphenyl)carbonyl]amino]-L-phenylalanine methyl ester). As a reaction SMILES: [CH3:1][O:2][C:3](=[O:24])[C@H:4]([CH2:6][C:7]1[CH:12]=[CH:11][C:10]([NH:13][C:14]([C:16]2[C:21]([CH3:22])=[CH:20][CH:19]=[CH:18][C:17]=2[Cl:23])=[O:15])=[CH:9][CH:8]=1)[NH2:5].[Cl:25][C:26]1[CH:34]=[CH:33][CH:32]=[C:31]([Cl:35])[C:27]=1[C:28](O)=[O:29]>>[CH3:1][O:2][C:3](=[O:24])[C@H:4]([CH2:6][C:7]1[CH:8]=[CH:9][C:10]([NH:13][C:14]([C:16]2[C:21]([CH3:22])=[CH:20][CH:19]=[CH:18][C:17]=2[Cl:23])=[O:15])=[CH:11][CH:12]=1)[NH:5][C:28]([C:27]1[C:26]([Cl:25])=[CH:34][CH:33]=[CH:32][C:31]=1[Cl:35])=[O:29]. Procedure: N-[(2,6-Dichlorophenyl)carbonyl]-4-[[(2-chloro-6-methylphenyl)carbonyl]amino]-L-phenylalanine methyl ester was prepared from 4-[[(2-chloro-6-methylphenyl)carbonyl]amino]-L-phenylalanine methyl ester and 2,6-dichlorobenzoic acid using the general procedure described in example 3. Reactants: [Cl-].C1(=CC=C(C=C1)S(=O)(=O)[O-])C (p-toluenesulfonate chloride), FC(CO)(C(F)(F)F)F (2,2,3,3,3-pentafluoro-1-propanol), [OH-].[Na+] (Sodium hydroxide). Run in O (water), O (water). Conditions: temperature 50 celsius. The product is FC(COS(=O)(=O)C1=CC=C(C=C1)C)(C(F)(F)F)F (2,2,3,3,3-pentafluoropropyl-p-toluenesulfonate). Yield: 82.3%. As a reaction SMILES: [Cl-].[C:2]1([CH3:12])[CH:7]=[CH:6][C:5]([S:8]([O-:11])(=[O:10])=[O:9])=[CH:4][CH:3]=1.[F:13][C:14]([F:21])([C:17]([F:20])([F:19])[F:18])[CH2:15]O.[OH-].[Na+]>O>[F:13][C:14]([F:21])([C:17]([F:20])([F:19])[F:18])[CH2:15][O:10][S:8]([C:5]1[CH:4]=[CH:3][C:2]([CH3:12])=[CH:7][CH:6]=1)(=[O:11])=[O:9] |f:0.1,3.4|. Procedure details: To p-toluenesulfonate chloride (400.66 gm/2.10 mol) in water at 25° C. was added 2,2,3,3,3-pentafluoro-1-propanol (300.8 gm). The mixture was heated in a 5 liter, 3-neck separatory funnel type reaction flask, under mechanical stirring, to a temperature of 50° C. Sodium hydroxide (92.56 gm/2.31 mol) in 383 ml water(6M solution) was added dropwise to the reaction mixture via addition funnel over a period of 2.5 hours, keeping the temperature below 55° C. Upon completion of this addition, when the ... Starting materials: [Cl-].[NH4+] (ammonium chloride), Cl (hydrochloric acid), CS(=O)(=O)C=1C=C(C(=O)O)C=C(C1Cl)[N+](=O)[O-] (3-methylsulfonyl-4-chloro-5-nitrobenzoic acid). The reagents and catalysts are [Fe] (iron). Run in O (water). Conditions: temperature 50 celsius. Yields the product Cl (hydrochloric acid), CS(=O)(=O)C=1C=C(C(=O)O)C=C(C1Cl)N (3-methylsulfonyl-4-chloro-5-aminobenzoic acid). Yield: 123.5%. As a reaction SMILES: [Cl-].[NH4+].Cl.[CH3:4][S:5]([C:8]1[CH:9]=[C:10]([CH:14]=[C:15]([N+:18]([O-])=O)[C:16]=1[Cl:17])[C:11]([OH:13])=[O:12])(=[O:7])=[O:6]>[Fe].O>[ClH:17].[CH3:4][S:5]([C:8]1[CH:9]=[C:10]([CH:14]=[C:15]([NH2:18])[C:16]=1[Cl:17])[C:11]([OH:13])=[O:12])(=[O:7])=[O:6] |f:0.1|. Procedure: A vigorously stirred mixture of iron powder (9.2 g.), ammonium chloride (880 mg.) water (27 ml.) and concentrated hydrochloric acid (0.1 ml.) is heated on a steam bath while 3-methylsulfonyl-4-chloro-5-nitrobenzoic acid (7.8 g.) is added in small portions during a one hour period. The reaction mixture is heated on a steam bath for 18 hours, cooled and filtered. The filter cake is suspended in water (75 ml.), basified with 10N sodium hydroxide, warmed to 50° C. and filtered. Acidification of the ... Reactants: N.C1(=C(C=CC=C1)B(C1=C(C=CC=C1)C)C1=C(C=CC=C1)C)C (tri-o-tolylborane ammonia), [C-]#N.[Na+] (sodium cyanide), Ni[NH3 ]4. The reagents and catalysts are O.O.O.O.O.O.[Ni](Cl)Cl (nickel chloride hexahydrate). The solvent is O (water), [OH-].[NH4+] (ammonium hydroxide), [OH-].[NH4+] (ammonium hydroxide). Yields the product [C-]#N.[Na+] (sodium cyanide), C1(=C(C=CC=C1)B(C1=C(C=CC=C1)C)C1=C(C=CC=C1)C)C (tri-o-tolylborane). As a reaction SMILES: [NH3:1].[C:2]1([CH3:23])[CH:7]=[CH:6][CH:5]=[CH:4][C:3]=1[B:8]([C:16]1[CH:21]=[CH:20][CH:19]=[CH:18][C:17]=1[CH3:22])[C:9]1[CH:14]=[CH:13][CH:12]=[CH:11][C:10]=1[CH3:15].[C-:24]#N.[Na+:26]>O.[OH-].[NH4+].O.O.O.O.O.O.[Ni](Cl)Cl>[C-:24]#[N:1].[Na+:26].[C:2]1([CH3:23])[CH:7]=[CH:6][CH:5]=[CH:4][C:3]=1[B:8]([C:16]1[CH:21]=[CH:20][CH:19]=[CH:18][C:17]=1[CH3:22])[C:9]1[CH:14]=[CH:13][CH:12]=[CH:11][C:10]=1[CH3:15] |f:0.1,2.3,5.6,7.8.9.10.11.12.13,14.15|. Procedure details: A sodium cyanide adduct of tri-o-tolylborane was prepared by dissolving 2.1731 g of the tri-o-tolylborane ammonia adduct [(o-CH3C6H4)3BNH3 ] and 0.3495 g of sodium cyanide in 100 ml of distilled water, following which approximately 80 ml of ammonium hydroxide was distilled from the solution at atmospheric pressure. An additional 100 ml of distilled water was then added to the distillation flask and 100 ml of dilute ammonium hydroxide distilled therefrom. This resultant solution was then combined... Reactants: C(C)(=O)C1=CC2=C(S1)C=CC=C2C2=C(C(=CC(=C2)C)C(C)(C)C)O (2-acetyl-4-(2-hydroxy-3-tert-butyl-5-methylphenyl)benzo[b]thiophene), FC(CBr)(F)F (1,1,1-trifluoro-2-bromoethane), C(=O)([O-])[O-].[Cs+].[Cs+] (Cs2CO3), 5/95, C(C)(=O)OCC.CCCCCC (ethyl acetate hexane). Run in CN(C)C=O (DMF). Run at temperature 60 celsius, time 5 minute. Product: C(C)(=O)C1=CC2=C(S1)C=CC=C2C2=C(C(=CC(=C2)C)C(C)(C)C)OCC(F)(F)F (2-acetyl-4-[2-(2,2,2-trifluoroethoxy)-3-tert-butyl-5-methylphenyl]benzo[b]thiophene). Yield: 69.8%. Reaction SMILES: [C:1]([C:4]1[S:8][C:7]2[CH:9]=[CH:10][CH:11]=[C:12]([C:13]3[CH:18]=[C:17]([CH3:19])[CH:16]=[C:15]([C:20]([CH3:23])([CH3:22])[CH3:21])[C:14]=3[OH:24])[C:6]=2[CH:5]=1)(=[O:3])[CH3:2].[F:25][C:26]([F:30])([F:29])[CH2:27]Br.C([O-])([O-])=O.[Cs+].[Cs+].C(OCC)(=O)C.CCCCCC>CN(C=O)C>[C:1]([C:4]1[S:8][C:7]2[CH:9]=[CH:10][CH:11]=[C:12]([C:13]3[CH:18]=[C:17]([CH3:19])[CH:16]=[C:15]([C:20]([CH3:23])([CH3:22])[CH3:21])[C:14]=3[O:24][CH2:27][C:26]([F:30])([F:29])[F:25])[C:6]=2[CH:5]=1)(=[O:3])[CH3:2] |f:2.3.4,5.6|. Procedure: A mixture of 211 mg (0.63 mmol) of 2-acetyl-4-(2-hydroxy-3-tert-butyl-5-methylphenyl)benzo[b]thiophene, 0.1 ml (132 mg, 0.81 mmol) of 1,1,1-trifluoro-2-bromoethane and 304 mg (0.94 mmol) of Cs2CO3 in 2.5 ml of dry DMF was heated at 60° C. in a pressure tube overnight. After cooling at room temperature, 10 mL of a 5/95 ethyl acetate/hexane solution was added and the remaining mixture was stirred for 5 minutes. The solution was filtrated through a silica plug (eluent: 5/95 ethyl acetate/hexane) an... Reactants: C1(=CC=CC=C1)C(=CC#N)C1=CC=CC=C1 (3,3-diphenylacrylonitrile), [Cl-].[Al+3].[Cl-].[Cl-] (aluminum(III) chloride), [AlH4-].[Li+] (lithium tetrahydroaluminate). The solvent is C1CCOC1 (THF). Reaction conditions: temperature 40 celsius, time 1 hour. The product is C1(=CC=CC=C1)C(=CCN)C1=CC=CC=C1 (3,3-diphenyl-2-propenylamine). Reaction SMILES: [C:1]1([C:7]([C:11]2[CH:16]=[CH:15][CH:14]=[CH:13][CH:12]=2)=[CH:8][C:9]#[N:10])[CH:6]=[CH:5][CH:4]=[CH:3][CH:2]=1.[Cl-].[Al+3].[Cl-].[Cl-].[AlH4-].[Li+]>C1COCC1>[C:11]1([C:7]([C:1]2[CH:2]=[CH:3][CH:4]=[CH:5][CH:6]=2)=[CH:8][CH2:9][NH2:10])[CH:12]=[CH:13][CH:14]=[CH:15][CH:16]=1 |f:1.2.3.4,5.6|. Procedure details: To a solution of 3,3-diphenylacrylonitrile (4.45 g, 21.7 mmol) in THF (75 mL) at 0° C. was added aluminum(III) chloride (3.27 g, 24.5 mmol) and lithium tetrahydroaluminate (1 M in THF) (0.910 g, 24.0 mmol) (24 mL). The reaction mixture was warmed to room temperatrue and stirred for 1 h, heated to 40° C. for 2 h, heated to 60° C. for 2 h, quenched with water (5 mL), adjusted to pH 12 with ammonium hydroxide, diluted with brine, and EtOAc, extracted with EtOAc (5×), combined organic extracts washe... Starting materials: CCCS(=O)(=O)Nc1ccc(Cl)c(C(=O)OCc2ccccc2)c1F, Cl, [K+], C1CCOC1, [OH-], O. Yields the product CCCS(=O)(=O)Nc1ccc(Cl)c(C(=O)O)c1F. As a reaction SMILES: [CH2:1]([c:2]1[cH:3][cH:4][cH:5][cH:6][cH:7]1)[O:8][C:9]([c:10]1[c:11]([F:24])[c:12]([NH:17][S:18](=[O:19])(=[O:20])[CH2:21][CH2:22][CH3:23])[cH:13][cH:14][c:15]1[Cl:16])=[O:25].[ClH:27].[K+:34].[O:28]1[CH2:29][CH2:30][CH2:31][CH2:32]1.[OH-:33].[OH2:26]>>[O:8]=[C:9]([c:10]1[c:11]([F:24])[c:12]([NH:17][S:18](=[O:19])(=[O:20])[CH2:21][CH2:22][CH3:23])[cH:13][cH:14][c:15]1[Cl:16])[OH:25]. Reactants: C(C1=CC=CC=C1)(=O)NC1=C(C(=O)OC(C)(C)C)C=CC(=C1)Br (tert-butyl 2-(benzamido)-4-bromobenzoate), C(O)([O-])=O.[Na+] (sodium hydrogen carbonate), [N+](=O)([O-])C1=CC=C(C=C1)B(O)O (4-nitrophenylboronic acid), C(O)([O-])=O.[Na+] (sodium hydrogen carbonate), C(C)O (ethanol). The reagents and catalysts are C=1C=CC(=CC1)[P](C=2C=CC=CC2)(C=3C=CC=CC3)[Pd]([P](C=4C=CC=CC4)(C=5C=CC=CC5)C=6C=CC=CC6)([P](C=7C=CC=CC7)(C=8C=CC=CC8)C=9C=CC=CC9)[P](C=1C=CC=CC1)(C=1C=CC=CC1)C=1C=CC=CC1 (tetrakis(triphenylphosphine)palladium(0)). Solvent: C1(=CC=CC=C1)C (toluene), O (water). The product is C(C1=CC=CC=C1)(=O)NC1=C(C(=O)OC(C)(C)C)C=CC(=C1)C1=CC=C(C=C1)[N+](=O)[O-] (tert-butyl 2-(benzamido)-4-(4-nitrophenyl)benzoate). Yield: 18.0%. RXN SMILES: [N+:1]([C:4]1[CH:9]=[CH:8][C:7](B(O)O)=[CH:6][CH:5]=1)([O-:3])=[O:2].C(=O)([O-])O.[Na+].C(O)C.[C:21]([NH:29][C:30]1[CH:42]=[C:41](Br)[CH:40]=[CH:39][C:31]=1[C:32]([O:34][C:35]([CH3:38])([CH3:37])[CH3:36])=[O:33])(=[O:28])[C:22]1[CH:27]=[CH:26][CH:25]=[CH:24][CH:23]=1>C1C=CC([P]([Pd]([P](C2C=CC=CC=2)(C2C=CC=CC=2)C2C=CC=CC=2)([P](C2C=CC=CC=2)(C2C=CC=CC=2)C2C=CC=CC=2)[P](C2C=CC=CC=2)(C2C=CC=CC=2)C2C=CC=CC=2)(C2C=CC=CC=2)C2C=CC=CC=2)=CC=1.C1(C)C=CC=CC=1.O>[C:21]([NH:29][C:30]1[CH:42]=[C:41]([C:7]2[CH:8]=[CH:9][C:4]([N+:1]([O-:3])=[O:2])=[CH:5][CH:6]=2)[CH:40]=[CH:39][C:31]=1[C:32]([O:34][C:35]([CH3:37])([CH3:38])[CH3:36])=[O:33])(=[O:28])[C:22]1[CH:23]=[CH:24][CH:25]=[CH:26][CH:27]=1 |f:1.2,^1:47,49,68,87|. Reported procedure: 0.11 g of 4-nitrophenylboronic acid, 0.11 g of sodium hydrogen carbonate, 1.2 mL of ethanol, 0.6 mL of water and 31 mg of tetrakis(triphenylphosphine)palladium(0) were added to 4.0 mL of toluene solution containing 0.20 g of tert-butyl 2-(benzamido)-4-bromobenzoate, and the resulting mixture was heated to reflux under nitrogen atmosphere for 3 hours. A saturated sodium hydrogen carbonate aqueous solution was added after the reaction mixture was cooled to room temperature. The organic layer was s... Reactants: C(C1=CC=CC=C1)OC=1C=CC(=C(C1)N(C(OC(C)(C)C)=O)C)[N+](=O)[O-] (t-butyl N-(5-benzyloxy-2-nitrophenyl)-N-methylcarbamate), C1(=CC=CC=C1)C (toluene). The reagents and catalysts are [Pd] (palladium on carbon). Solvent: CO (methanol). Yields the product NC1=C(C=C(C=C1)O)N(C(OC(C)(C)C)=O)C (t-Butyl N-(2-amino-5-hydroxyphenyl)-N-methylcarbamate). Reaction SMILES: C([O:8][C:9]1[CH:10]=[CH:11][C:12]([N+:24]([O-])=O)=[C:13]([N:15]([CH3:23])[C:16](=[O:22])[O:17][C:18]([CH3:21])([CH3:20])[CH3:19])[CH:14]=1)C1C=CC=CC=1.C1(C)C=CC=CC=1>[Pd].CO>[NH2:24][C:12]1[CH:11]=[CH:10][C:9]([OH:8])=[CH:14][C:13]=1[N:15]([CH3:23])[C:16](=[O:22])[O:17][C:18]([CH3:19])([CH3:20])[CH3:21]. Conditions: time 12.5 hour. Reported procedure: A mixture of t-butyl N-(5-benzyloxy-2-nitrophenyl)-N-methylcarbamate (15 g), palladium on carbon (3 g, 10%), toluene (150 ml) and methanol (150 ml) was stirred under a hydrogen atmosphere at room temperature for 12.5 hours. The palladium on carbon was filtered and the filtrate was concentrated to afford the title compound (12.3 g, brown oil, Rf=0.15: thin layer chromatography on a silica gel plate using hexane: ethyl acetate=4 : 1 as the eluant).